This data is from the Open Reaction Database (ORD), a public repository of structured organic reaction records. The task is: describe an organic reaction: reactants, conditions, products, and yield Starting materials: CC(C)=O, Fc1ccc(Oc2cccc(C3OCCO3)c2)c(F)c1, O=S(=O)(O)O. Yields the product O=Cc1cccc(Oc2ccc(F)cc2F)c1. As a reaction SMILES: [CH3:26][C:27](=[O:28])[CH3:29].[F:6][c:7]1[c:8]([O:9][c:10]2[cH:11][c:12]([CH:16]3[O:17][CH2:20][CH2:19][O:18]3)[cH:13][cH:14][cH:15]2)[cH:21][cH:22][c:23]([F:25])[cH:24]1.[S:1](=[O:2])(=[O:3])([OH:4])[OH:5]>>[F:6][c:7]1[c:8]([O:9][c:10]2[cH:11][c:12]([CH:16]=[O:17])[cH:13][cH:14][cH:15]2)[cH:21][cH:22][c:23]([F:25])[cH:24]1.